This data is from the Open Reaction Database (ORD), a public repository of structured organic reaction records. The task is: describe an organic reaction: reactants, conditions, products, and yield The product is NC1=C2C(=NC=N1)N(N=C2C2=CC(=C(C=C2)NC(CCC2=CC=CC=C2)=O)OC)C2CCN(CC2)CC=2NC=CN2 (N1-(4-{4-amino-1-[1-(1H-2-imidazolylmethyl)-4-piperidyl]-1H-pyrazolo[3,4-d]pyrimidin-3-yl}-2-methoxyphenyl)-3-phenylpropanamide). Yield: 50.7%. Reaction SMILES: [C:1]1([CH2:7][CH2:8][C:9](Cl)=[O:10])[CH:6]=[CH:5][CH:4]=[CH:3][CH:2]=1.[NH2:12][C:13]1[CH:18]=[CH:17][C:16]([C:19]2[C:27]3[C:22](=[N:23][CH:24]=[N:25][C:26]=3[NH2:28])[N:21]([CH:29]3[CH2:34][CH2:33][N:32]([CH2:35][C:36]4[NH:37][CH:38]=[CH:39][N:40]=4)[CH2:31][CH2:30]3)[N:20]=2)=[CH:15][C:14]=1[O:41][CH3:42]>N1C=CC=CC=1>[NH2:28][C:26]1[N:25]=[CH:24][N:23]=[C:22]2[N:21]([CH:29]3[CH2:34][CH2:33][N:32]([CH2:35][C:36]4[NH:37][CH:38]=[CH:39][N:40]=4)[CH2:31][CH2:30]3)[N:20]=[C:19]([C:16]3[CH:17]=[CH:18][C:13]([NH:12][C:9](=[O:10])[CH2:8][CH2:7][C:1]4[CH:6]=[CH:5][CH:4]=[CH:3][CH:2]=4)=[C:14]([O:41][CH3:42])[CH:15]=3)[C:27]=12. Reaction conditions: time 2 hour. Procedure: 3-Phenylpropanoyl chloride (0.011 mL, 0.0715 mmol) was added to a solution of 3-(4-amino-3-methoxyphenyl)-1-[1-(1H-2-imidazolylmethyl)-4-piperidyl]-1H-pyrazolo[3,4-d]pyrimidin-4-amine (30 mg, 0.0715 mmol) in pyridine (1.2 mL) at 0° C. After 2 hours, the solvent was evaporated and the residue was purified by flash column chromatography to give N1-(4-{4-amino-1-[1-(1H-2-imidazolylmethyl)-4-piperidyl]-1H-pyrazolo[3,4-d]pyrimidin-3-yl}-2-methoxyphenyl)-3-phenylpropanamide (20 mg, 51%). 1H NMR (CDCl3... The reactants are C1(=CC=CC=C1)CCC(=O)Cl (3-Phenylpropanoyl chloride), NC1=C(C=C(C=C1)C1=NN(C2=NC=NC(=C21)N)C2CCN(CC2)CC=2NC=CN2)OC (3-(4-amino-3-methoxyphenyl)-1-[1-(1H-2-imidazolylmethyl)-4-piperidyl]-1H-pyrazolo[3,4-d]pyrimidin-4-amine). The solvent is N1=CC=CC=C1 (pyridine). The reactants are C(C=C)N1C(=C(C2=CC=C(C=C12)OCC1=NC2=CC=CC=C2C=C1)CC1=CC=C(C=C1)Cl)CC(C(=O)O)(C)C (3-[N-Allyl-3-(4-chlorobenzyl)-6-(quinolin-2-ylmethoxy)-indol-2-yl]-2,2-dimethylpropanoic acid). Reagents/catalysts: [Pd] (Pd on charcoal). Run in CCOC(=O)C (EtOAc). Yields the product methyl ester, C(CC)N1C(=C(C2=CC=C(C=C12)OCC1=NC2=CC=CC=C2C=C1)CC1=CC=C(C=C1)Cl)CC(C(=O)O)(C)C (3-[N-(n-Propyl)-3-(4-chlorobenzyl)-6-(quinoline-2-ylmethoxy)indol-2-yl]-2,2-dimethylpropanoic acid). As a reaction SMILES: [CH2:1]([N:4]1[C:12]2[C:7](=[CH:8][CH:9]=[C:10]([O:13][CH2:14][C:15]3[CH:24]=[CH:23][C:22]4[C:17](=[CH:18][CH:19]=[CH:20][CH:21]=4)[N:16]=3)[CH:11]=2)[C:6]([CH2:25][C:26]2[CH:31]=[CH:30][C:29]([Cl:32])=[CH:28][CH:27]=2)=[C:5]1[CH2:33][C:34]([CH3:39])([CH3:38])[C:35]([OH:37])=[O:36])[CH:2]=[CH2:3]>CCOC(C)=O.[Pd]>[CH2:1]([N:4]1[C:12]2[C:7](=[CH:8][CH:9]=[C:10]([O:13][CH2:14][C:15]3[CH:24]=[CH:23][C:22]4[C:17](=[CH:18][CH:19]=[CH:20][CH:21]=4)[N:16]=3)[CH:11]=2)[C:6]([CH2:25][C:26]2[CH:27]=[CH:28][C:29]([Cl:32])=[CH:30][CH:31]=2)=[C:5]1[CH2:33][C:34]([CH3:38])([CH3:39])[C:35]([OH:37])=[O:36])[CH2:2][CH3:3]. Procedure: A solution of methyl 3-[N-allyl-3-(4-chlorobenzyl)-6-(quinolin-2-ylmethoxy)indol-2-yl]-2,2-dimethylpropanoate (Example 42, methyl ester) (190 mg) was hydrogenated in EtOAc (4 mL) in the presence of 5% Pd on charcoal at atmospheric pressure for 1 hour. Filtration on Celite pad and evaporation of liquors afforded the methyl ester of the title product. Hydrolysis of this ester under the conditions described in Step B of Example 1 provided the title compound. Anal. C, H, N for sodium salt·11/2H2O Ca... As a reaction SMILES: [Br:20][N:21]1[C:22](=[O:23])[CH2:24][CH2:25][C:26]1=[O:27].[C:55](=[O:56])([OH:57])[O-:58].[CH2:60]([Cl:61])[Cl:62].[CH3:64][CH2:65][O:66][C:67](=[O:68])[CH3:69].[Cl:28][c:29]1[cH:30][cH:31][c:32]2[c:33]([C:41](=[O:42])[OH:43])[cH:34][n:35]([CH:38]([CH3:39])[CH3:40])[c:36]2[cH:37]1.[NH2:44][c:45]1[n:46][cH:47][c:48]([C:51]([F:52])([F:53])[F:54])[cH:49][cH:50]1.[Na+:59].[OH2:63].[c:1]1([P:2]([c:3]2[cH:4][cH:5][cH:6][cH:7][cH:8]2)[c:9]2[cH:10][cH:11][cH:12][cH:13][cH:14]2)[cH:15][cH:16][cH:17][cH:18][cH:19]1>>[Cl:28][c:29]1[cH:30][cH:31][c:32]2[c:33]([C:41](=[O:43])[NH:44][c:45]3[n:46][cH:47][c:48]([C:51]([F:52])([F:53])[F:54])[cH:49][cH:50]3)[cH:34][n:35]([CH:38]([CH3:39])[CH3:40])[c:36]2[cH:37]1. Starting materials: O=C1CCC(=O)N1Br, O=C([O-])O, ClCCl, CCOC(C)=O, CC(C)n1cc(C(=O)O)c2ccc(Cl)cc21, Nc1ccc(C(F)(F)F)cn1, [Na+], O, c1ccc(P(c2ccccc2)c2ccccc2)cc1. Yields the product CC(C)n1cc(C(=O)Nc2ccc(C(F)(F)F)cn2)c2ccc(Cl)cc21. Reactants: ClC1=C(C=CC=2C(C3=CC=CC=C3OC12)=O)O (4-chloro-3-hydroxy-9-oxo-9H-xanthene), C([O-])([O-])=O.[K+].[K+] (potassium carbonate), BrCC(=O)OCC (ethyl bromoacetate), CN(C)C=O (DMF). Run in O (water). Run at time 3 hour. Yields the product ClC1=C(C=CC=2C(C3=CC=CC=C3OC12)=O)OCC(=O)OCC (ethyl 4-chloro-9-oxo-9H-xanthene-3-yloxyacetate). Isolated yield 67.9%. Reaction SMILES: [Cl:1][C:2]1[C:15]2[O:14][C:13]3[C:8](=[CH:9][CH:10]=[CH:11][CH:12]=3)[C:7](=[O:16])[C:6]=2[CH:5]=[CH:4][C:3]=1[OH:17].C(=O)([O-])[O-].[K+].[K+].Br[CH2:25][C:26]([O:28][CH2:29][CH3:30])=[O:27].CN(C=O)C>O>[Cl:1][C:2]1[C:15]2[O:14][C:13]3[C:8](=[CH:9][CH:10]=[CH:11][CH:12]=3)[C:7](=[O:16])[C:6]=2[CH:5]=[CH:4][C:3]=1[O:17][CH2:25][C:26]([O:28][CH2:29][CH3:30])=[O:27] |f:1.2.3|. Procedure details: A mixture of 1.2 g of 4-chloro-3-hydroxy-9-oxo-9H-xanthene, 1.7 g of potassium carbonate, 2.1 g of ethyl bromoacetate and 30 ml of DMF was stirred at 60°-70° C. for 3 hours. After cooling the mixture, water was added and the resulting crystal was recovered by filtration, washed with water and dried. Recrystallization from ethanol gave 1.1 g of ethyl 4-chloro-9-oxo-9H-xanthene-3-yloxyacetate. m.p. 183°-185° C. Reactants: P(=O)([O-])([O-])[O-].[Na+].[Na+].[Na+] (sodium phosphate), preparation, C[C@H](CC[C@H](C(C)C)OS(=O)(=O)O)[C@H]1CC[C@@H]2[C@@]1(CC[C@H]3[C@H]2[C@@H](C[C@@H]4[C@@]3(CC[C@@H](C4)NCCCNCCCCN)C)O)C.C[C@@H](C(=O)O)O (squalamine lactate), P(=O)([O-])([O-])[O-] (phosphate), C[C@H](CC[C@H](C(C)C)OS(=O)(=O)O)[C@H]1CC[C@@H]2[C@@]1(CC[C@H]3[C@H]2[C@@H](C[C@@H]4[C@@]3(CC[C@@H](C4)NCCCNCCCCN)C)O)C.C[C@@H](C(=O)O)O (squalamine lactate). The solvent is O=C[C@H](O)[C@@H](O)[C@H](O)[C@H](O)CO (dextrose). Reaction conditions: time 20 minute. Product: C[C@H](CC[C@H](C(C)C)OS(=O)(=O)O)[C@H]1CC[C@@H]2[C@@]1(CC[C@H]3[C@H]2[C@@H](C[C@@H]4[C@@]3(CC[C@@H](C4)NCCCNCCCCN)C)O)C.C[C@@H](C(=O)O)O (squalamine lactate), C[C@H](CC[C@H](C(C)C)OS(=O)(=O)O)[C@H]1CC[C@@H]2[C@@]1(CC[C@H]3[C@H]2[C@@H](C[C@@H]4[C@@]3(CC[C@@H](C4)NCCCNCCCCN)C)O)C.P(=O)([O-])([O-])[O-] (squalamine phosphate). RXN SMILES: [CH3:1][C@@H:2]([C@@H:14]1[C@@:18]2([CH3:43])[CH2:19][CH2:20][C@@H:21]3[C@@:26]4([CH3:41])[CH2:27][CH2:28][C@H:29]([NH:31][CH2:32][CH2:33][CH2:34][NH:35][CH2:36][CH2:37][CH2:38][CH2:39][NH2:40])[CH2:30][C@@H:25]4[CH2:24][C@@H:23]([OH:42])[C@H:22]3[C@@H:17]2[CH2:16][CH2:15]1)[CH2:3][CH2:4][C@@H:5]([O:9][S:10]([OH:13])(=[O:12])=[O:11])[CH:6]([CH3:8])[CH3:7].[CH3:44][C@H:45]([OH:49])[C:46]([OH:48])=[O:47].[P:50]([O-:54])([O-:53])([O-:52])=[O:51].P([O-])([O-])([O-])=O.[Na+].[Na+].[Na+]>O=C[C@@H]([C@H]([C@@H]([C@@H](CO)O)O)O)O>[CH3:1][C@@H:2]([C@@H:14]1[C@@:18]2([CH3:43])[CH2:19][CH2:20][C@@H:21]3[C@@:26]4([CH3:41])[CH2:27][CH2:28][C@H:29]([NH:31][CH2:32][CH2:33][CH2:34][NH:35][CH2:36][CH2:37][CH2:38][CH2:39][NH2:40])[CH2:30][C@@H:25]4[CH2:24][C@@H:23]([OH:42])[C@H:22]3[C@@H:17]2[CH2:16][CH2:15]1)[CH2:3][CH2:4][C@@H:5]([O:9][S:10]([OH:13])(=[O:12])=[O:11])[CH:6]([CH3:7])[CH3:8].[CH3:44][C@H:45]([OH:49])[C:46]([OH:48])=[O:47].[CH3:1][C@@H:2]([C@@H:14]1[C@@:18]2([CH3:43])[CH2:19][CH2:20][C@@H:21]3[C@@:26]4([CH3:41])[CH2:27][CH2:28][C@H:29]([NH:31][CH2:32][CH2:33][CH2:34][NH:35][CH2:36][CH2:37][CH2:38][CH2:39][NH2:40])[CH2:30][C@@H:25]4[CH2:24][C@@H:23]([OH:42])[C@H:22]3[C@@H:17]2[CH2:16][CH2:15]1)[CH2:3][CH2:4][C@@H:5]([O:9][S:10]([OH:13])(=[O:12])=[O:11])[CH:6]([CH3:7])[CH3:8].[P:50]([O-:54])([O-:53])([O-:52])=[O:51] |f:0.1,3.4.5.6,8.9,10.11|. Procedure details: A 10 mg/ml solution of squalamine lactate was prepared in 5% dextrose. A squalamine phosphate suspension was prepared by adjusting the 10 mg/ml squalamine lactate solution to 50 mM phosphate by addition of 1M sodium phosphate, pH 7.4. 0.1 ml of each preparation was then separately injected into the subcutaneous space between the thumb and second finger of a healthy human subject with a syringe bearing a 26 gauge needle. Within seconds of injection of the squalamine lactate solution, the subject ... Product: O=CCOc1ccc(CCO)cc1. RXN SMILES: [CH2:20]1[O:21][CH2:22][CH2:23][O:24][CH2:25]1.[CH2:2]([O:4][CH:5]([O:3][CH2:17][CH3:18])[CH2:6][O:7][c:8]1[cH:9][cH:10][c:11]([CH2:14][CH2:15][OH:16])[cH:12][cH:13]1)[CH3:19].[ClH:1].[OH2:26]>>[O:4]=[CH:5][CH2:6][O:7][c:8]1[cH:9][cH:10][c:11]([CH2:14][CH2:15][OH:16])[cH:12][cH:13]1. Starting materials: C1COCCO1, CCOC(COc1ccc(CCO)cc1)OCC, Cl, O.